This data is from the Open Reaction Database (ORD), a public repository of structured organic reaction records. The task is: describe an organic reaction: reactants, conditions, products, and yield Reactants: BrC1=CC=C(C=C1)S (4-bromothiophenol), [OH-].[Na+] (NaOH), ClCC(C)=O (chloroacetone). The solvent is O (water). Reaction conditions: time 45 minute. The product is BrC1=CC=C(C=C1)SCC(C)=O (4-Bromophenylmercaptopropanone). Isolated yield 104.5%. Reaction SMILES: [Br:1][C:2]1[CH:7]=[CH:6][C:5]([SH:8])=[CH:4][CH:3]=1.[OH-].[Na+].Cl[CH2:12][C:13](=[O:15])[CH3:14]>O>[Br:1][C:2]1[CH:7]=[CH:6][C:5]([S:8][CH2:12][C:13](=[O:15])[CH3:14])=[CH:4][CH:3]=1 |f:1.2|. Reported procedure: To a stirred solution of 4-bromothiophenol (5.09 g, 26.9 mmol) in NaOH (1.08 g, 26.9 mmol) and water (32 ml) was added chloroacetone (2.17 ml, 27.3 mmol) and the mixture was stirred under nitrogen for 45 min before extracting with ether, washing with water, drying (Na2SO4) and evaporating in vacuo, leaving 6.89 g (100%) of the title compound as a white solid, δ (CDCl3) 2.27 (3H, s), 3.65 (2H, s), 7.20 (2H, d, J=8.5 Hz), 7.41 (2H, d, J=8.5 Hz).